This data is from the Open Reaction Database (ORD), a public repository of structured organic reaction records. The task is: describe an organic reaction: reactants, conditions, products, and yield The product is COc1cc(C(=O)Cc2ccccc2)ccc1F. The reactants are CC(C)=O, COc1cc(C(O)Cc2ccccc2)ccc1F. As a reaction SMILES: [CH3:19][C:20](=[O:21])[CH3:22].[F:1][c:2]1[c:3]([O:17][CH3:18])[cH:4][c:5]([CH:8]([CH2:9][c:10]2[cH:11][cH:12][cH:13][cH:14][cH:15]2)[OH:16])[cH:6][cH:7]1>>[F:1][c:2]1[c:3]([O:17][CH3:18])[cH:4][c:5]([C:8]([CH2:9][c:10]2[cH:11][cH:12][cH:13][cH:14][cH:15]2)=[O:16])[cH:6][cH:7]1. Run at time 36 hour. The solvent is O (water), CN(C)C=O (DMF). The product is COC(CCCC(C(C)=O)NC(C1=C(C=CC=C1)OC)=O)=O.COC(CCCCC(CNC(C1=C(C=CC=C1)OC)=O)=O)=O (7-(2-methoxy-benzoylamino)-6-oxo-heptanoic acid methyl ester 5-(2-methoxy-benzoylamino)-6-oxo-heptanoic acid methyl ester). As a reaction SMILES: [CH3:1][O:2][C:3](=[O:12])[CH2:4][CH2:5][CH2:6][CH2:7][C:8](=[O:11])[CH2:9][NH2:10].[C:13]([OH:23])(=[O:22])[C:14]1[C:15]([O:20][CH3:21])=[CH:16][CH:17]=[CH:18][CH:19]=1.Cl.C[N:26](CCCN=C=NCC)C.O.ON1C2C=CC=CC=2N=N1.C(N(CC)C(C)C)(C)C>CN(C=O)C.O>[CH3:1][O:2][C:3](=[O:12])[CH2:4][CH2:5][CH2:6][CH:7]([NH:26][C:13](=[O:23])[C:14]1[CH:19]=[CH:18][CH:17]=[CH:16][C:15]=1[O:20][CH3:21])[C:8](=[O:11])[CH3:9].[CH3:1][O:2][C:3](=[O:12])[CH2:4][CH2:5][CH2:6][CH2:7][C:8](=[O:11])[CH2:9][NH:10][C:13](=[O:22])[C:14]1[CH:19]=[CH:18][CH:17]=[CH:16][C:15]=1[O:20][CH3:21] |f:2.3,4.5,9.10|. Procedure: Combine a mixture of 7-amino-6-oxo-heptanoic acid methyl ester and 5-amino-6-oxo-heptanoic acid methyl ester hydrochlorides (2.36 g, 11.3 mmol) with o-anisic acid (1.71 g, 11.3 mmol), 1-(dimethylaminopropyl)-3-ethylcarbodiimide hydrochloride (2.16 g, 11.3 mmol), 1-hydroxybenzotriazole hydrate (11.3 mmol), N,N-diisopropylethylamine (5.88 mL, 33.8 mmol) in DMF and stir for 24-48 hours. Dilute the mixture with water and extract with EtOAc. Wash the combined extracts with brine and dry over Na2SO4 b... Reactants: COC(CCCCC(CN)=O)=O (7-amino-6-oxo-heptanoic acid methyl ester), 5-amino-6-oxo-heptanoic acid methyl ester hydrochlorides, C(C=1C(=CC=CC1)OC)(=O)O (o-anisic acid), Cl.CN(C)CCCN=C=NCC (1-(dimethylaminopropyl)-3-ethylcarbodiimide hydrochloride), O.ON1N=NC2=C1C=CC=C2 (1-hydroxybenzotriazole hydrate), C(C)(C)N(C(C)C)CC (N,N-diisopropylethylamine). Starting materials: BrB(Br)Br, ClCCl, COc1cccc(C(N)COc2noc3ccc(Cl)cc23)c1. Yields the product NC(COc1noc2ccc(Cl)cc12)c1cccc(O)c1. As a reaction SMILES: [B:23]([Br:24])([Br:25])[Br:26].[CH2:27]([Cl:28])[Cl:29].[NH2:1][CH:2]([CH2:3][O:4][c:5]1[n:6][o:7][c:8]2[c:9]1[cH:10][c:11]([Cl:14])[cH:12][cH:13]2)[c:15]1[cH:16][c:17]([O:21][CH3:22])[cH:18][cH:19][cH:20]1>>[NH2:1][CH:2]([CH2:3][O:4][c:5]1[n:6][o:7][c:8]2[c:9]1[cH:10][c:11]([Cl:14])[cH:12][cH:13]2)[c:15]1[cH:16][c:17]([OH:21])[cH:18][cH:19][cH:20]1. Starting materials: ClC1=NC=NC(=C1)C1=CC=C(C=C1)OC(F)(F)F (4-Chloro-6-(4-trifluoromethoxyphenyl)-pyrimidine), C(=O)C1=CC=C(C=C1)B(O)O (4-formylphenyl boronic acid). The reagents and catalysts are [Pd] (palladium). Yields the product FC(OC1=CC=C(C=C1)C1=CC(=NC=N1)C1=CC=C(C=O)C=C1)(F)F (4-[6-(4-trifluoromethoxyphenyl)-pyrimidin-4-yl]-benzaldehyde). As a reaction SMILES: Cl[C:2]1[CH:7]=[C:6]([C:8]2[CH:13]=[CH:12][C:11]([O:14][C:15]([F:18])([F:17])[F:16])=[CH:10][CH:9]=2)[N:5]=[CH:4][N:3]=1.[CH:19]([C:21]1[CH:26]=[CH:25][C:24](B(O)O)=[CH:23][CH:22]=1)=[O:20]>[Pd]>[F:16][C:15]([F:18])([F:17])[O:14][C:11]1[CH:12]=[CH:13][C:8]([C:6]2[N:5]=[CH:4][N:3]=[C:2]([C:24]3[CH:25]=[CH:26][C:21]([CH:19]=[O:20])=[CH:22][CH:23]=3)[CH:7]=2)=[CH:9][CH:10]=1. Procedure: The compound was prepared by palladium-catalyzed arylation of the product of step 1 with 4-formylphenyl boronic acid: 1H NMR (400 MHz, CDCl3) δ 10.15 (s, 1H), 9.38 (d, J=0.9 Hz, 1H), 8.33 (d, J=8.4 Hz, 2H), 8.23 (d, J=8.5 Hz, 2H), 8.16 (d, J=0.8 Hz, 1H), 8.08 (d, J=8.8 Hz, 2H), 7.40 (d, J=8.1 Hz, 2H); EIMS m/z 344 (M+). Starting materials: BrC1=CC=2C3=C(C=NC2C=C1)N(C(N3C=3C(=NN(C3)C)C)=O)C (8-bromo-1-(1,3-dimethyl-1H-pyrazol-4-yl)-3-methyl-1,3-dihydro-imidazo[4,5-c]quinolin-2-one), BrC1=CC=2C3=C(C=NC2C=C1)N(C(N3C=3C(=NN(C3)C)C)=O)C (8-bromo-1-(1,3-dimethyl-1H-pyrazol-4-yl)-3-methyl-1,3-dihydro-imidazo[4,5-c]quinolin-2-one), O1CCC(CC1)NC1=NC=C(C=C1)B1OC(C(O1)(C)C)(C)C ((tetrahydro-pyran-4-yl)-[5-(4,4,5,5-tetramethyl-[1,3,2]dioxaborolan-2-yl)-pyridin-2-yl]-amine). Product: CN1N=C(C(=C1)N1C(N(C=2C=NC=3C=CC(=CC3C21)C=2C=NC(=CC2)NC2CCOCC2)C)=O)C (1-(1,3-Dimethyl-1H-pyrazol-4-yl)-3-methyl-8-[6-(tetrahydro-pyran-4-ylamino)-pyridin-3-yl]-1,3-dihydro-imidazo[4,5-c]quinolin-2-one). As a reaction SMILES: Br[C:2]1[CH:11]=[CH:10][C:9]2[N:8]=[CH:7][C:6]3[N:12]([CH3:23])[C:13](=[O:22])[N:14]([C:15]4[C:16]([CH3:21])=[N:17][N:18]([CH3:20])[CH:19]=4)[C:5]=3[C:4]=2[CH:3]=1.[O:24]1[CH2:29][CH2:28][CH:27]([NH:30][C:31]2[CH:36]=[CH:35][C:34](B3OC(C)(C)C(C)(C)O3)=[CH:33][N:32]=2)[CH2:26][CH2:25]1>>[CH3:20][N:18]1[CH:19]=[C:15]([N:14]2[C:5]3[C:4]4[CH:3]=[C:2]([C:34]5[CH:33]=[N:32][C:31]([NH:30][CH:27]6[CH2:28][CH2:29][O:24][CH2:25][CH2:26]6)=[CH:36][CH:35]=5)[CH:11]=[CH:10][C:9]=4[N:8]=[CH:7][C:6]=3[N:12]([CH3:23])[C:13]2=[O:22])[C:16]([CH3:21])=[N:17]1. Procedure details: The title compound was synthesized in a similar manner as described for Example 1.1 using 8-bromo-1-(1,3-dimethyl-1H-pyrazol-4-yl)-3-methyl-1,3-dihydro-imidazo[4,5-c]quinolin-2-one (Intermediate A) and (tetrahydro-pyran-4-yl)-[5-(4,4,5,5-tetramethyl-[1,3,2]dioxaborolan-2-yl)-pyridin-2-yl]-amine (stage 214.1.1) to give the title compound as a white solid. (HPLC: tR 2.13 min (Method A); M+H=470 MS-ES; 1H-NMR (d6-DMSO, 400 MHz) 8.89 (s, 1H), 8.15-8.10 (m, 2H), 8.04-8.00 (m, 1H), 7.84-7.79 (m, 1H), ... Starting materials: Cl.Cl.ClC=1C=C(C=CC1)N1CCNCC1 (1-(3-chlorophenyl)piperazine, dihydrochloride), ClCCCC(=O)N1CCC2=CC=CC=C12 (4-chloro-1-(2,3-dihydro-1H-indol-1-yl)butan-1-one). The product is ClC=1C=C(C=CC1)N1CCN(CC1)CCCC(=O)N1CCC2=CC=CC=C12 (4-[4-(3-Chlorophenyl)piperazin-1-yl]-1-(2,3-dihydro-1H-indol-1-yl)butan-1-one). As a reaction SMILES: Cl.Cl.[Cl:3][C:4]1[CH:5]=[C:6]([N:10]2[CH2:15][CH2:14][NH:13][CH2:12][CH2:11]2)[CH:7]=[CH:8][CH:9]=1.Cl[CH2:17][CH2:18][CH2:19][C:20]([N:22]1[C:30]2[C:25](=[CH:26][CH:27]=[CH:28][CH:29]=2)[CH2:24][CH2:23]1)=[O:21]>>[Cl:3][C:4]1[CH:5]=[C:6]([N:10]2[CH2:15][CH2:14][N:13]([CH2:17][CH2:18][CH2:19][C:20]([N:22]3[C:30]4[C:25](=[CH:26][CH:27]=[CH:28][CH:29]=4)[CH2:24][CH2:23]3)=[O:21])[CH2:12][CH2:11]2)[CH:7]=[CH:8][CH:9]=1 |f:0.1.2|. Procedure details: from 1-(3-chlorophenyl)piperazine, dihydrochloride and 4-chloro-1-(2,3-dihydro-1H-indol-1-yl)butan-1-one. Mp 102–107° C. 1H NMR (DMSO-d6): 1.75–1.85 (m, 2H); 2.35 (t, 2H); 2.45–2.55 (m, 6H); 3.10–3.20 (m, 6H); 4.10 (t, 2H); 6.75 (d, 1H); 6.85 (d, 1H); 6.90 (s, 1H); 6.95 (t, 1H); 7.10 (t, 1H); 7.15–7.25 (m, 2H); 8.10 (d, 1H). MS m/z: 384 (MH+), 265, 188. Reactants: N12C[C@@H](C(CC1)CC2)NC(=O)C=2N=CC=1N(C2)C(=CC1)Br (N-[(3R)-1-azabicyclo[2.2.2]oct-3-yl]-6-bromopyrrolo[1,2-a]pyrazine-3-carboxamide), CN(C)C=O (DMF), C([C@@H](O)[C@H](O)C(=O)O)(=O)O (d-tartaric acid). Reagents/catalysts: [C-]#N.[Zn+2].[C-]#N (zinc cyanide), C=1C=CC(=CC1)[P](C=2C=CC=CC2)(C=3C=CC=CC3)[Pd]([P](C=4C=CC=CC4)(C=5C=CC=CC5)C=6C=CC=CC6)([P](C=7C=CC=CC7)(C=8C=CC=CC8)C=9C=CC=CC9)[P](C=1C=CC=CC1)(C=1C=CC=CC1)C=1C=CC=CC1 (tetrakis(triphenylphosphine)palladium). Conditions: temperature 95 celsius, time 48 hour. The product is C(=O)(O)C(O)C(O)C(=O)O.N12C[C@@H](C(CC1)CC2)NC(=O)C=2N=CC=1N(C2)C(=CC1)C#N (N-[(3R)-1-azabicyclo[2.2.2]oct-3-yl]-6-cyanopyrrolo[1,2-a]pyrazine-3-carboxamide Tartrate). Isolated yield 47.0%. Reaction SMILES: [N:1]12[CH2:8][CH2:7][CH:4]([CH2:5][CH2:6]1)[C@@H:3]([NH:9][C:10]([C:12]1[N:13]=[CH:14][C:15]3[N:16]([C:18](Br)=[CH:19][CH:20]=3)[CH:17]=1)=[O:11])[CH2:2]2.[C:22]([OH:31])(=[O:30])[C@H:23]([C@@H:25]([C:27]([OH:29])=[O:28])[OH:26])[OH:24].[CH3:32][N:33](C=O)C>[C-]#N.[Zn+2].[C-]#N.C1C=CC([P]([Pd]([P](C2C=CC=CC=2)(C2C=CC=CC=2)C2C=CC=CC=2)([P](C2C=CC=CC=2)(C2C=CC=CC=2)C2C=CC=CC=2)[P](C2C=CC=CC=2)(C2C=CC=CC=2)C2C=CC=CC=2)(C2C=CC=CC=2)C2C=CC=CC=2)=CC=1>[C:27]([CH:25]([CH:23]([C:22]([OH:31])=[O:30])[OH:24])[OH:26])([OH:29])=[O:28].[N:1]12[CH2:8][CH2:7][CH:4]([CH2:5][CH2:6]1)[C@@H:3]([NH:9][C:10]([C:12]1[N:13]=[CH:14][C:15]3[N:16]([C:18]([C:32]#[N:33])=[CH:19][CH:20]=3)[CH:17]=1)=[O:11])[CH2:2]2 |f:3.4.5,7.8,^1:45,47,66,85|. Procedure: To an argon sparged solution of N-[(3R)-1-azabicyclo[2.2.2]oct-3-yl]-6-bromopyrrolo[1,2-a]pyrazine-3-carboxamide (0.77 g, 2.14 mmol) in DMF (25 mL) is added zinc cyanide (0.26 g, 2.20 mmol), and tetrakis(triphenylphosphine)palladium (0) (0.25 g, 0.21 mmol). The resulting suspension is stirred at 95° C. for 48 h, then filtered through a pad of celite. The residue is purified using preparative chromatography (carried out on a Chiral OD column using a 40% IPA/heptanes each containing 0.1% diethylam... Reactants: CCN(CC)S(F)(F)F, ClCCl, CC(n1ncnn1)C(O)(c1ccc(OC(F)(F)F)cc1)c1ccc(OC(F)(F)F)cc1, [K+], [OH-], O. The product is CC(n1ncnn1)C(F)(c1ccc(OC(F)(F)F)cc1)c1ccc(OC(F)(F)F)cc1. Reaction SMILES: [CH2:32]([N:33]([S:34]([F:35])([F:36])[F:38])[CH2:37][CH3:39])[CH3:40].[Cl:44][CH2:45][Cl:46].[F:1][C:2]([O:3][c:4]1[cH:5][cH:6][c:7]([C:10]([CH:11]([CH3:12])[n:13]2[n:14][cH:15][n:16][n:17]2)([OH:18])[c:19]2[cH:20][cH:21][c:22]([O:25][C:26]([F:27])([F:28])[F:29])[cH:23][cH:24]2)[cH:8][cH:9]1)([F:30])[F:31].[K+:42].[OH-:41].[OH2:43]>>[F:1][C:2]([O:3][c:4]1[cH:5][cH:6][c:7]([C:10]([CH:11]([CH3:12])[n:13]2[n:14][cH:15][n:16][n:17]2)([c:19]2[cH:20][cH:21][c:22]([O:25][C:26]([F:27])([F:28])[F:29])[cH:23][cH:24]2)[F:38])[cH:8][cH:9]1)([F:30])[F:31]. The reactants are C12C(C(C(CC1)C2)=O)=O (bicyclo[2.2.1]heptane-2,3-dione), COP(OC)(=O)CC(=O)C1=C(C(=CC=C1)Cl)Cl ([2-(2,3-Dichloro-phenyl)-2-oxo-ethyl]-phosphonic acid dimethyl ester), O.NN (hydrazine monohydrate). Product: ClC1=C(C=CC=C1Cl)C=1N=NC=2C3CCC(C2C1)C3 ((1SR,8RS)-5-(2,3-Dichloro-phenyl)-3,4-diaza-tricyclo[6.2.1.02,7]undeca-2(7),3,5-triene). RXN SMILES: [CH:1]12[CH2:7][CH:4]([CH2:5][CH2:6]1)[C:3](=O)[C:2]2=O.COP([CH2:16][C:17]([C:19]1[CH:24]=[CH:23][CH:22]=[C:21]([Cl:25])[C:20]=1[Cl:26])=O)(=O)OC.O.[NH2:28][NH2:29]>>[Cl:26][C:20]1[C:21]([Cl:25])=[CH:22][CH:23]=[CH:24][C:19]=1[C:17]1[N:28]=[N:29][C:2]2[CH:1]3[CH2:7][CH:4]([C:3]=2[CH:16]=1)[CH2:5][CH2:6]3 |f:2.3|. Reported procedure: yellow viscous oil. MS (ESI): 291.0 (MH+). Prepared from bicyclo[2.2.1]heptane-2,3-dione, [2-(2,3-Dichloro-phenyl)-2-oxo-ethyl]-phosphonic acid dimethyl ester, hydrazine monohydrate. Reactants: CO, CCOC(=N)c1ccc(C(=O)Nc2ccc(Cl)c(-c3ccccn3)c2)cc1, NCC1CCCO1. Yields the product N=C(NCC1CCCO1)c1ccc(C(=O)Nc2ccc(Cl)c(-c3ccccn3)c2)cc1. As a reaction SMILES: [CH3:35][OH:36].[Cl:1][c:2]1[c:3](-[c:22]2[n:23][cH:24][cH:25][cH:26][cH:27]2)[cH:4][c:5]([NH:8][C:9](=[O:10])[c:11]2[cH:12][cH:13][c:14]([C:15]([O:16][CH2:17][CH3:18])=[NH:19])[cH:20][cH:21]2)[cH:6][cH:7]1.[O:28]1[CH:29]([CH2:33][NH2:34])[CH2:30][CH2:31][CH2:32]1>>[Cl:1][c:2]1[c:3](-[c:22]2[n:23][cH:24][cH:25][cH:26][cH:27]2)[cH:4][c:5]([NH:8][C:9](=[O:10])[c:11]2[cH:12][cH:13][c:14]([C:15](=[NH:19])[NH:34][CH2:33][CH:29]3[O:28][CH2:32][CH2:31][CH2:30]3)[cH:20][cH:21]2)[cH:6][cH:7]1.